Dataset: the Open Reaction Database (ORD), a public repository of structured organic reaction records. Task: describe an organic reaction: reactants, conditions, products, and yield Reactants: [NH4+].[Cl-] (NH4Cl), ClC1=C(C=CC=C1Cl)[N+](=O)[O-] (2,3-dichloronitrobenzene), C(=C)(C)[Mg]Br (isopropenylmagnesium bromide). Solvent: C1CCOC1 (THF), C1CCOC1 (THF), CCOCC (Et2O). Run at temperature -20 celsius, time 1 hour. The product is ClC1=CC=C2C=C(NC2=C1Cl)C (6,7-Dichloro-2-methyl-1H-indole). As a reaction SMILES: [C:1]([Mg]Br)([CH3:3])=[CH2:2].[Cl:6][C:7]1[C:12]([Cl:13])=[CH:11][CH:10]=[CH:9][C:8]=1[N+:14]([O-])=O.[NH4+].[Cl-]>C1COCC1.CCOCC>[Cl:13][C:12]1[C:7]([Cl:6])=[C:8]2[C:9]([CH:2]=[C:1]([CH3:3])[NH:14]2)=[CH:10][CH:11]=1 |f:2.3|. Procedure: 1600 ml of isopropenylmagnesium bromide at 0.5 M in THF are introduced under nitrogen and cooled to −20° C., 51.2 g of 2,3-dichloronitrobenzene in 250 ml of anhydrous THF are added and then the mixture is left with stirring at −20° C. for 1 hour. The reaction mixture is poured at −20° C. into 1 liter of saturated NH4Cl solution and diluted with Et2O and then the aqueous phase is washed twice with Et2O. The organic phases are combined and concentrated to dryness. The product is extracted with DCM... The reactants are FC1=C(C=C(C=C1O)F)C1(CCOCC1)C(=O)OC (Methyl 4-(2,5-difluoro-3-hydroxyphenyl)-3,4,5,6-tetrahydropyran-4-carboxylate), Cl.CC=1N(C=CN1)C1=CC=C(CCl)C=C1 (4-(2-methylimidazol-1-yl)benzyl chloride hydrochloride). The product is FC1=C(C=C(C=C1OCC1=CC=C(C=C1)N1C(=NC=C1)C)F)C1(CCOCC1)C(=O)OC (Methyl 4-[2,5-difluoro-3-[4-(2-methylimidazol-1-yl)benzyloxy]phenyl]-3,4,5,6-tetrahydro-2H-pyran-4-carboxylate). The yield is 49.0%. Reaction SMILES: [F:1][C:2]1[C:7]([OH:8])=[CH:6][C:5]([F:9])=[CH:4][C:3]=1[C:10]1([C:16]([O:18][CH3:19])=[O:17])[CH2:15][CH2:14][O:13][CH2:12][CH2:11]1.Cl.[CH3:21][C:22]1[N:23]([C:27]2[CH:34]=[CH:33][C:30]([CH2:31]Cl)=[CH:29][CH:28]=2)[CH:24]=[CH:25][N:26]=1>>[F:1][C:2]1[C:7]([O:8][CH2:31][C:30]2[CH:29]=[CH:28][C:27]([N:23]3[CH:24]=[CH:25][N:26]=[C:22]3[CH3:21])=[CH:34][CH:33]=2)=[CH:6][C:5]([F:9])=[CH:4][C:3]=1[C:10]1([C:16]([O:18][CH3:19])=[O:17])[CH2:15][CH2:14][O:13][CH2:12][CH2:11]1 |f:1.2|. Procedure: Methyl 4-(2,5-difluoro-3-hydroxyphenyl)-3,4,5,6-tetrahydropyran-4-carboxylate was reacted with 4-(2-methylimidazol-1-yl)benzyl chloride hydrochloride according to the procedure described in Example 2H to give the titled compound in 49% yield as a yellow oil. Reactants: CN1CCCC1=O, CN, FC(F)(F)c1ccc(Cl)nc1, O. Yields the product CNc1ccc(C(F)(F)F)cn1. RXN SMILES: [CH3:12][N:13]1[CH2:14][CH2:15][CH2:16][C:17]1=[O:18].[CH3:19][NH2:20].[Cl:1][c:2]1[n:3][cH:4][c:5]([C:8]([F:9])([F:10])[F:11])[cH:6][cH:7]1.[OH2:21]>>[c:2]1([NH:13][CH3:12])[n:3][cH:4][c:5]([C:8]([F:9])([F:10])[F:11])[cH:6][cH:7]1. The reactants are CS(=O)(=O)Cl, COc1cc(O)ccc1-n1ccc2ncnc-2n1, [Na+], [OH-], O. Yields the product COc1cc(OS(C)(=O)=O)ccc1-n1ccc2ncnc-2n1. RXN SMILES: [CH3:19][S:20]([Cl:21])(=[O:22])=[O:23].[CH3:1][O:2][c:3]1[c:4](-[n:10]2[n:11][c:12]3[n:18][cH:17][n:16][c:13]-3[cH:14][cH:15]2)[cH:5][cH:6][c:7]([OH:9])[cH:8]1.[Na+:25].[OH-:24].[OH2:26]>>[CH3:1][O:2][c:3]1[c:4](-[n:10]2[n:11][c:12]3[n:18][cH:17][n:16][c:13]-3[cH:14][cH:15]2)[cH:5][cH:6][c:7]([O:9][S:20]([CH3:19])(=[O:22])=[O:23])[cH:8]1. The reactants are CS(=O)(=O)N=C=O (methylsulfonyl isocyanate), CC(C)(OC(=O)N[C@@H]1C(NC1)=O)C ((S)-3-[[(1,1-Dimethylethoxy)carbonyl]amino]-2-azetidinone), C(C)(CC)[Li] (sec-Butyl lithium), solution. Run in O1CCCC1 (tetrahydrofuran), C1CCCCC1 (cyclohexane). Run at temperature -75 celsius. The product is CC(C)(OC(=O)N[C@@H]1C(N(C1)C(=O)NS(=O)(=O)C)=O)C ((S)-3-[[(1,1-Dimethylethoxy)carbonyl]amino]-N-(methylsulfonyl)-2-oxo-1-azetidinecarboxamide). RXN SMILES: [CH3:1][C:2]([CH3:13])([O:4][C:5]([NH:7][C@H:8]1[CH2:11][NH:10][C:9]1=[O:12])=[O:6])[CH3:3].C([Li])(CC)C.[CH3:19][S:20]([N:23]=[C:24]=[O:25])(=[O:22])=[O:21]>O1CCCC1.C1CCCCC1>[CH3:3][C:2]([CH3:13])([O:4][C:5]([NH:7][C@H:8]1[CH2:11][N:10]([C:24]([NH:23][S:20]([CH3:19])(=[O:22])=[O:21])=[O:25])[C:9]1=[O:12])=[O:6])[CH3:1]. Reported procedure: (S)-3-[[(1,1-Dimethylethoxy)carbonyl]amino]-2-azetidinone (1.12 g) was dissolved in dry tetrahydrofuran (120 ml) and stirred at -75° C. under dry nitrogen. sec-Butyl lithium (4.44 ml of a 1.35 M solution in cyclohexane) was added and followed in two minutes by methylsulfonyl isocyanate (0.72 ml). After stirring for 25 minutes at -75° C., the reaction was quenched by the addition of 0.5 M pH 5.5 monobasic potassium phosphate buffer (60 ml), diluted with ethyl acetate-water, acidified to pH 2.5 wi... As a reaction SMILES: Cl[C:2]1[CH:7]=[CH:6][N:5]=[C:4]2[CH:8]=[C:9]([C:11]3[CH:16]=[C:15]([O:17][CH3:18])[C:14]([O:19][CH3:20])=[C:13]([O:21][CH3:22])[CH:12]=3)[O:10][C:3]=12.[C:23]1([NH:29][C:30]([C:32]2[CH:37]=[CH:36][C:35](B(O)O)=[CH:34][CH:33]=2)=[O:31])[CH:28]=[CH:27][CH:26]=[CH:25][CH:24]=1>>[C:23]1([NH:29][C:30](=[O:31])[C:32]2[CH:37]=[CH:36][C:35]([C:2]3[CH:7]=[CH:6][N:5]=[C:4]4[CH:8]=[C:9]([C:11]5[CH:16]=[C:15]([O:17][CH3:18])[C:14]([O:19][CH3:20])=[C:13]([O:21][CH3:22])[CH:12]=5)[O:10][C:3]=34)=[CH:34][CH:33]=2)[CH:24]=[CH:25][CH:26]=[CH:27][CH:28]=1. Procedure: The title compound was prepared by procedure C using 7-chloro-2-(3,4,5-trimethoxyphenyl)furo[3,2-b]pyridine (45.00 mg; 0.14 mmol; 1.00 eq.) instead of 7-chloro-2-iodo-furo[3,2-b]pyridine, and 4-phenylaminocarbonylphenylboronic acid (37.32 mg; 0.15 mmol; 1.10 eq.) instead of 4-fluorophenylboronic acid and was obtained as a yellow solid (68 mg, 100%). (HPLC (method F): 77%, RT: 4.21 min); 1H NMR (500 MHz, DMSO-d6) δ[ppm] 10.41 (s, 1H), 8.65-8.56 (m, 1H), 8.30 (d, J=7.9, 2H), 8.21 (d, J=8.5, 2H), 7... The product is C1(=CC=CC=C1)NC(C1=CC=C(C=C1)C1=C2C(=NC=C1)C=C(O2)C2=CC(=C(C(=C2)OC)OC)OC)=O (N-Phenyl-4-[2-(3,4,5-trimethoxy-phenyl)-furo[3,2-b]pyridin-7-yl]-benzamide), solid. Starting materials: ClC1=C2C(=NC=C1)C=C(O2)C2=CC(=C(C(=C2)OC)OC)OC (7-chloro-2-(3,4,5-trimethoxyphenyl)furo[3,2-b]pyridine), C1(=CC=CC=C1)NC(=O)C1=CC=C(C=C1)B(O)O (4-phenylaminocarbonylphenylboronic acid). The yield is 100.0%. Reactants: 4C, C1(=CC=CC=C1)C(N1C(C(C2=CC=CC=C12)(C1=C(C2=C(OCCO2)C=C1)O)O)=O)C1=CC=CC=C1 (1-(diphenylmethyl)-3-hydroxy-3-(5-hydroxy-2,3-dihydro-1,4-benzodioxin-6-yl)-1,3-dihydro-2H-indol-2-one), ClC1=C2C(C(N(C2=CC=C1)C(C1=CC=CC=C1)C1=CC=CC=C1)=O)(C=1C(=CC2=C(CCO2)C1)O)O (4-chloro-1-(diphenylmethyl)-3-hydroxy-3-(6-hydroxy-2,3-dihydro-1-benzofuran-5-yl)-1,3-dihydro-2H-indol-2-one). The product is C1(=CC=CC=C1)C(N1C(C(C2=CC=CC=C12)C1=C(C2=C(OCCO2)C=C1)O)=O)C1=CC=CC=C1 (1-(diphenylmethyl)-3-(5-hydroxy-2,3-dihydro-1,4-benzodioxin-6-yl)-1,3-dihydro-2H-indol-2-one). Reaction SMILES: [C:1]1([CH:7]([C:30]2[CH:35]=[CH:34][CH:33]=[CH:32][CH:31]=2)[N:8]2[C:16]3[C:11](=[CH:12][CH:13]=[CH:14][CH:15]=3)[C:10](O)([C:17]3[CH:26]=[CH:25][C:20]4[O:21][CH2:22][CH2:23][O:24][C:19]=4[C:18]=3[OH:27])[C:9]2=[O:29])[CH:6]=[CH:5][CH:4]=[CH:3][CH:2]=1.ClC1C=CC=C2C=1C(O)(C1C(O)=CC3OCCC=3C=1)C(=O)N2C(C1C=CC=CC=1)C1C=CC=CC=1>>[C:30]1([CH:7]([C:1]2[CH:2]=[CH:3][CH:4]=[CH:5][CH:6]=2)[N:8]2[C:16]3[C:11](=[CH:12][CH:13]=[CH:14][CH:15]=3)[CH:10]([C:17]3[CH:26]=[CH:25][C:20]4[O:21][CH2:22][CH2:23][O:24][C:19]=4[C:18]=3[OH:27])[C:9]2=[O:29])[CH:31]=[CH:32][CH:33]=[CH:34][CH:35]=1. Procedure details: Following the procedure as described in PREPARATION 4C, and making non-critical variations using 1-(diphenylmethyl)-3-hydroxy-3-(5-hydroxy-2,3-dihydro-1,4-benzodioxin-6-yl)-1,3-dihydro-2H-indol-2-one to replace 4-chloro-1-(diphenylmethyl)-3-hydroxy-3-(6-hydroxy-2,3-dihydro-1-benzofuran-5-yl)-1,3-dihydro-2H-indol-2-one, 1-(diphenylmethyl)-3-(5-hydroxy-2,3-dihydro-1,4-benzodioxin-6-yl)-1,3-dihydro-2H-indol-2-one was obtained (82%) as a colorless solid: 1H NMR (300 MHz, DMSO-d6) δ 9.11 (s, 1H), 7.3... The reactants are C(C)(=O)OCC#CCOC1=CC=C(C=C1)S(=O)(=O)N1[C@H](C(SCC1)(C)C)C(=O)OC(C)(C)C (tert-butyl(3 S)4-[(4-{[4-(acetyloxy)-2-butynyl]oxy}phenyl)sulfonyl]-2,2-dimethyl-3-thiomorpholine carboxylate), Cl (hydrogen chloride). Run in ClCCl (dichloromethane). Run at time 8 hour. Yields the product C(C)(=O)OCC#CCOC1=CC=C(C=C1)S(=O)(=O)N1[C@H](C(SCC1)(C)C)C(=O)O ((3S)-4-[(4-([4-(acetyloxy)-2-butynyl]oxy)phenyl)sulfonyl]-2,2 dimethyl-3-thiomorpholine carboxylic acid). Yield: 86.5%. RXN SMILES: [C:1]([O:4][CH2:5][C:6]#[C:7][CH2:8][O:9][C:10]1[CH:15]=[CH:14][C:13]([S:16]([N:19]2[CH2:24][CH2:23][S:22][C:21]([CH3:26])([CH3:25])[C@@H:20]2[C:27]([O:29]C(C)(C)C)=[O:28])(=[O:18])=[O:17])=[CH:12][CH:11]=1)(=[O:3])[CH3:2].Cl>ClCCl>[C:1]([O:4][CH2:5][C:6]#[C:7][CH2:8][O:9][C:10]1[CH:15]=[CH:14][C:13]([S:16]([N:19]2[CH2:24][CH2:23][S:22][C:21]([CH3:25])([CH3:26])[C@@H:20]2[C:27]([OH:29])=[O:28])(=[O:18])=[O:17])=[CH:12][CH:11]=1)(=[O:3])[CH3:2]. Procedure details: Through a solution of 0.250 g (0.503 mmol) of tert-butyl(3 S)4-[(4-{[4-(acetyloxy)-2-butynyl]oxy}phenyl)sulfonyl]-2,2-dimethyl-3-thiomorpholine carboxylate in 10 mL of dichloromethane was bubbled hydrogen chloride gas for 10 minutes. The reaction was then stoppered and let sit overnight at room temperature The solvent was evaporated to give 0.192 g of (3S)-4-[(4-([4-(acetyloxy)-2-butynyl]oxy)phenyl)sulfonyl]-2,2 dimethyl-3-thiomorpholine carboxylic acid as a colorless oil. Electrospray Mass Spec... Reactants: N1=C(C=CC=C1)C(CC1=CC=NC2=CC=CC=C12)=O (1-pyridin-2-yl-2-quinolin-4-yl-ethanone), N1=CC=CC=C1 (pyridine), NN1C(CC(C1)C1=CC(=CC=C1)OC)=O (1-amino-4-(3-methoxy-phenyl)-pyrrolidin-2-one). Product: COC=1C=C(C=CC1)C1CC(N(C1)N=C(CC1=CC=NC2=CC=CC=C12)C1=NC=CC=C1)=O (4-(3-Methoxy-phenyl)-1-(1-pyridin-2-yl-2-quinolin-4-yl-ethylideneamino)-pyrrolidin-2-one). Run at time 18 hour. Procedure: A solution of 1-pyridin-2-yl-2-quinolin-4-yl-ethanone, (0.25 g, 1 mmol) and pyridine (0.242 mL, 3 mmol) in acetic acid (2 mL) is added to 1-amino-4-(3-methoxy-phenyl)-pyrrolidin-2-one, (0.2 g, 1 mmol) at room temperature under nitrogen. The mixture is stirred 18 h and concentrated in vacuo. The residue is chromatographed on SiO2 (2% methanol/dichloromethane) to yield the title compound, 0.25 g (57%), as a yellow foam. Reaction SMILES: [N:1]1[CH:6]=[CH:5][CH:4]=[CH:3][C:2]=1[C:7](=O)[CH2:8][C:9]1[C:18]2[C:13](=[CH:14][CH:15]=[CH:16][CH:17]=2)[N:12]=[CH:11][CH:10]=1.N1C=CC=CC=1.[NH2:26][N:27]1[CH2:31][CH:30]([C:32]2[CH:37]=[CH:36][CH:35]=[C:34]([O:38][CH3:39])[CH:33]=2)[CH2:29][C:28]1=[O:40]>C(O)(=O)C>[CH3:39][O:38][C:34]1[CH:33]=[C:32]([CH:30]2[CH2:31][N:27]([N:26]=[C:7]([C:2]3[CH:3]=[CH:4][CH:5]=[CH:6][N:1]=3)[CH2:8][C:9]3[C:18]4[C:13](=[CH:14][CH:15]=[CH:16][CH:17]=4)[N:12]=[CH:11][CH:10]=3)[C:28](=[O:40])[CH2:29]2)[CH:37]=[CH:36][CH:35]=1. The solvent is C(C)(=O)O (acetic acid).